Dataset: the Open Reaction Database (ORD), a public repository of structured organic reaction records. Task: describe an organic reaction: reactants, conditions, products, and yield Starting materials: ClC1=CC(=NC(=N1)SC)N (6-chloro-2-(methylthio)pyrimidin-4-amine), ClCC=O (2-chloroacetaldehyde). Run in O1CCOCC1 (1,4-dioxane). Yields the product Cl.ClC1=CC=2N(C(=N1)SC)C=CN2 (7-chloro-5-(methylthio)imidazo[1,2-c]pyrimidine hydrochloride). Isolated yield 141.9%. Reaction SMILES: [Cl:1][C:2]1[N:7]=[C:6]([S:8][CH3:9])[N:5]=[C:4]([NH2:10])[CH:3]=1.Cl[CH2:12][CH:13]=O>O1CCOCC1>[ClH:1].[Cl:1][C:2]1[N:7]=[C:6]([S:8][CH3:9])[N:5]2[CH:12]=[CH:13][N:10]=[C:4]2[CH:3]=1 |f:3.4|. Procedure details: A solution of 6-chloro-2-(methylthio)pyrimidin-4-amine (25.17 g, 143.3 mmol) and 2-chloroacetaldehyde (27.73 mL, 215.0 mmol) (50% aqueous) in 1,4-dioxane (50 mL) was heated at 95° C. for 14 hours. The reaction mixture was allowed to cool to ambient temperature and then cooled in an ice bath. The reaction mixture was filtered and the solids washed with dioxane to afford 7-chloro-5-(methylthio)imidazo[1,2-c]pyrimidine hydrochloride (24.01 g, 101.7 mmol, 70.96% yield) as a tan powder. MS (apci) m/z...